From a dataset of the Open Reaction Database (ORD), a public repository of structured organic reaction records. describe an organic reaction: reactants, conditions, products, and yield Reactants: O=C(CCC1CCN(Cc2ccccc2)CC1)c1ccc(N2CCCC2)cc1, CCO, CO, Cl, [K+], NO, [OH-]. The product is ON=C(CCC1CCN(Cc2ccccc2)CC1)c1ccc(N2CCCC2)cc1. As a reaction SMILES: [CH2:1]([c:2]1[cH:3][cH:4][cH:5][cH:6][cH:7]1)[N:8]1[CH2:9][CH2:10][CH:11]([CH2:14][CH2:15][C:16]([c:17]2[cH:18][cH:19][c:20]([N:23]3[CH2:24][CH2:25][CH2:26][CH2:27]3)[cH:21][cH:22]2)=[O:28])[CH2:12][CH2:13]1.[CH3:34][CH2:35][OH:36].[CH3:37][OH:38].[ClH:29].[K+:33].[NH2:30][OH:31].[OH-:32]>>[CH2:1]([c:2]1[cH:3][cH:4][cH:5][cH:6][cH:7]1)[N:8]1[CH2:9][CH2:10][CH:11]([CH2:14][CH2:15][C:16]([c:17]2[cH:18][cH:19][c:20]([N:23]3[CH2:24][CH2:25][CH2:26][CH2:27]3)[cH:21][cH:22]2)=[N:30][OH:31])[CH2:12][CH2:13]1. Product: CN(CC1CCCc2cc(S(=O)(=O)c3cccc(F)c3)ccc21)S(C)(=O)=O. Reactants: ClCCl, CS(=O)(=O)Cl, Cl, CNCC1CCCc2cc(S(=O)(=O)c3cccc(F)c3)ccc21, c1ccncc1. RXN SMILES: [CH2:30]([Cl:31])[Cl:32].[CH3:25][S:26]([Cl:27])(=[O:28])=[O:29].[ClH:1].[F:2][c:3]1[cH:4][c:5]([S:9](=[O:10])(=[O:11])[c:12]2[cH:13][c:14]3[c:19]([cH:20][cH:21]2)[CH:18]([CH2:22][NH:23][CH3:24])[CH2:17][CH2:16][CH2:15]3)[cH:6][cH:7][cH:8]1.[cH:33]1[cH:34][cH:35][n:36][cH:37][cH:38]1>>[F:2][c:3]1[cH:4][c:5]([S:9](=[O:10])(=[O:11])[c:12]2[cH:13][c:14]3[c:19]([cH:20][cH:21]2)[CH:18]([CH2:22][N:23]([CH3:24])[S:26]([CH3:25])(=[O:28])=[O:29])[CH2:17][CH2:16][CH2:15]3)[cH:6][cH:7][cH:8]1. Starting materials: 50g, N1CCCC1 (pyrrolidine), CC1=CCC(CC1)C(CC=O)C (3-(4-methyl-3-cyclohexenyl)butyraldehyde), 24g. Product: CC1=CCC(CC1)C(CCN1CCCC1)C (N-[3-(4-Methyl-3-cyclohexenyl)butyl]pyrrolidine). Reaction SMILES: [CH3:1][C:2]1[CH2:7][CH2:6][CH:5]([CH:8]([CH3:12])[CH2:9][CH:10]=O)[CH2:4][CH:3]=1.[NH:13]1[CH2:17][CH2:16][CH2:15][CH2:14]1>>[CH3:1][C:2]1[CH2:7][CH2:6][CH:5]([CH:8]([CH3:12])[CH2:9][CH2:10][N:13]2[CH2:17][CH2:16][CH2:15][CH2:14]2)[CH2:4][CH:3]=1. Procedure: The procedure of Example 1 was followed using 50g (0.3 mole) of 3-(4-methyl-3-cyclohexenyl)butyraldehyde and 24g (0.33 mole) of pyrrolidine. Obtained following distillation was 48.5g of pure N-[3 . . . butyl]pyrrolidine as a clear, colorless liquid: bp 106°-108° (0.2mm) ir (τ max. film 3.5 (s), 6.9 (s), 7.3 (s), 8.7 (s), 12.5 (m) microns; nmr (δ, CDCl3) 5.36 (m, 1H), 2.45 (m, 6H), 2.1 to 0.8 (m, 20H) ppm; ms (molecular ion) 221. Reactants: IC1=CC=C(C=C1)C1=CSC=2NC(C(=C(C21)O)C#N)=O (3-(4-iodo-phenyl)-4-hydroxy-6-oxo-6,7-dihydro-thieno[2,3-b]pyridine-5-carbonitrile), MgO, CC1(OB(OC1(C)C)C1=NNC=C1)C (3-(4,4,5,5-tetramethyl-[1,3,2]dioxaborolan-2-yl)-1H-pyrazole), C(=O)([O-])[O-].[Cs+].[Cs+] (Cs2CO3). The reagents and catalysts are C=1C=CC(=CC1)[P](C=2C=CC=CC2)(C=3C=CC=CC3)[Pd]([P](C=4C=CC=CC4)(C=5C=CC=CC5)C=6C=CC=CC6)([P](C=7C=CC=CC7)(C=8C=CC=CC8)C=9C=CC=CC9)[P](C=1C=CC=CC1)(C=1C=CC=CC1)C=1C=CC=CC1 (Pd(PPh3)4). Run in CN(C)C=O (DMF), O1CCOCC1 (dioxane). Conditions: temperature 130 celsius. Product: OC=1C2=C(NC(C1C#N)=O)SC=C2C2=CC=C(C=C2)C2=NNC=C2 (4-Hydroxy-6-oxo-3-[4-(1H-pyrazol-3-yl)-phenyl]-6,7-dihydro-thieno[2,3-b]pyridine-5-carbonitrile). As a reaction SMILES: I[C:2]1[CH:7]=[CH:6][C:5]([C:8]2[C:16]3[C:15]([OH:17])=[C:14]([C:18]#[N:19])[C:13](=[O:20])[NH:12][C:11]=3[S:10][CH:9]=2)=[CH:4][CH:3]=1.C([O-])([O-])=O.[Cs+].[Cs+].CC1(C)C(C)(C)OB([C:35]2[CH:39]=[CH:38][NH:37][N:36]=2)O1>CN(C=O)C.O1CCOCC1.C1C=CC([P]([Pd]([P](C2C=CC=CC=2)(C2C=CC=CC=2)C2C=CC=CC=2)([P](C2C=CC=CC=2)(C2C=CC=CC=2)C2C=CC=CC=2)[P](C2C=CC=CC=2)(C2C=CC=CC=2)C2C=CC=CC=2)(C2C=CC=CC=2)C2C=CC=CC=2)=CC=1>[OH:17][C:15]1[C:16]2[C:8]([C:5]3[CH:6]=[CH:7][C:2]([C:35]4[CH:39]=[CH:38][NH:37][N:36]=4)=[CH:3][CH:4]=3)=[CH:9][S:10][C:11]=2[NH:12][C:13](=[O:20])[C:14]=1[C:18]#[N:19] |f:1.2.3,^1:55,57,76,95|. Procedure details: To a suspension of 3-(4-iodo-phenyl)-4-hydroxy-6-oxo-6,7-dihydro-thieno[2,3-b]pyridine-5-carbonitrile (60 mg, 0.15 mmol) and MgO (18 mg, 0.45 mmol) in 2 mL DMF and 2 mL dioxane, was added Cs2CO3 (0.45 mL, 1M solution in H2O), followed by 3-(4,4,5,5-tetramethyl-[1,3,2]dioxaborolan-2-yl)-1H-pyrazole (38 mg, 0.2 mmol), and Pd(PPh3)4 (10 mg, 0.008 mmol). The reaction was heated to 130° C. using microwave reactor for 15 min, filtered, concentrated and purified by reverse phase HPLC to give the titled...